This data is from the Open Reaction Database (ORD), a public repository of structured organic reaction records. The task is: describe an organic reaction: reactants, conditions, products, and yield Reactants: IC (iodomethane), C([O-])([O-])=O.[K+].[K+] (potassium carbonate), C(C)[C@@H]1C(NC2=CC(=CC=C2N1C(C1=CC=C(C=C1)OC)=O)F)=O ((3R)-3-ethyl-7-fluoro-4-(4-methoxybenzoyl)-3,4-dihydroquinoxalin-2(1H)-one), C([O-])([O-])=O.[K+].[K+] (potassium carbonate), IC (iodomethane). Run in CC(=O)C (acetone). Conditions: time 16 hour. Product: C(C)[C@@H]1C(N(C2=CC(=CC=C2N1C(C1=CC=C(C=C1)OC)=O)F)C)=O ((3R)-3-ethyl-7-fluoro-4-(4-methoxybenzoyl)-1-methyl-3,4-dihydroquinoxalin-2(1H)-one). Reaction SMILES: [CH2:1]([C@H:3]1[N:12]([C:13](=[O:22])[C:14]2[CH:19]=[CH:18][C:17]([O:20][CH3:21])=[CH:16][CH:15]=2)[C:11]2[C:6](=[CH:7][C:8]([F:23])=[CH:9][CH:10]=2)[NH:5][C:4]1=[O:24])[CH3:2].[C:25](=O)([O-])[O-].[K+].[K+].IC>CC(C)=O>[CH2:1]([C@H:3]1[N:12]([C:13](=[O:22])[C:14]2[CH:19]=[CH:18][C:17]([O:20][CH3:21])=[CH:16][CH:15]=2)[C:11]2[C:6](=[CH:7][C:8]([F:23])=[CH:9][CH:10]=2)[N:5]([CH3:25])[C:4]1=[O:24])[CH3:2] |f:1.2.3|. Procedure details: To a stirred solution of (3R)-3-ethyl-7-fluoro-4-(4-methoxybenzoyl)-3,4-dihydroquinoxalin-2(1H)-one (0.21 g, 0.64 mmol) in acetone (5 mL) was added potassium carbonate (0.12 g, 0.87 mmol) followed by iodomethane (0.20 mL, 0.46 g, 3.2 mmol). The reaction vessel was flushed with nitrogen and sealed. The mixture was stirred at room temperature for 16 h, after which time additional iodomethane (0.20 mL, 0.46 g, 3.2 mmol) and potassium carbonate (0.11 g, 0.80 mmol) were added. Stirring was continued ... The reactants are C(C(C)C)NC1=C(C#N)C=CC=N1 (2-isobutylaminonicotinonitrile), C(C)C(C(=O)Cl)C(=O)Cl (ethyl malonyl chloride), C(C)OCC (ethyl ether). Run at time 30 minute. Product: C(C)OC(=O)C=1C(N(C2=NC=CC=C2C1N)CC(C)C)=O (4-Amino-1-Isobutyl-1,2-Dihydro-2-Oxo-1,8-Naphthyridine-3-Carboxylic Acid Ethyl Ester). As a reaction SMILES: [CH2:1]([NH:5][C:6]1[N:13]=[CH:12][CH:11]=[CH:10][C:7]=1[C:8]#[N:9])[CH:2]([CH3:4])[CH3:3].C([CH:16]([C:20](Cl)=[O:21])[C:17](Cl)=[O:18])C.[CH2:23]([O:25]CC)[CH3:24]>>[CH2:23]([O:25][C:20]([C:16]1[C:17](=[O:18])[N:5]([CH2:1][CH:2]([CH3:4])[CH3:3])[C:6]2[C:7]([C:8]=1[NH2:9])=[CH:10][CH:11]=[CH:12][N:13]=2)=[O:21])[CH3:24]. Reported procedure: To a solution of 12.25 g (0.07 mole) of 2-isobutylaminonicotinonitrile in 300 ml. of anhydrous ethyl ether was added 5.2 g. (0.035 mole) of ethyl malonyl chloride. The mixture was stirred at room temperature for 30 minutes and was filtered. The filtrate was evaporated in a rotary evaporator and the residue was dissolved in 20 ml. of ethanol. This solution was added to a solution of 1.6 g. of sodium in 150 ml. of ethanol. After stirring at room temperature for 5 minutes, the mixture was diluted w... The reactants are CCO, [Na+], CCCCCCCCCCCC(=O)c1ccc(C=CC(=O)OCC)o1, [OH-]. Yields the product CCCCCCCCCCCC(=O)c1ccc(C=CC(=O)O)o1. Reaction SMILES: [CH3:28][CH2:29][OH:30].[Na+:27].[O:1]=[C:2]([CH2:3][CH2:4][CH2:5][CH2:6][CH2:7][CH2:8][CH2:9][CH2:10][CH2:11][CH2:12][CH3:13])[c:14]1[cH:15][cH:16][c:17]([CH:19]=[CH:20][C:21](=[O:22])[O:23][CH2:24][CH3:25])[o:18]1.[OH-:26]>>[O:1]=[C:2]([CH2:3][CH2:4][CH2:5][CH2:6][CH2:7][CH2:8][CH2:9][CH2:10][CH2:11][CH2:12][CH3:13])[c:14]1[cH:15][cH:16][c:17]([CH:19]=[CH:20][C:21](=[O:22])[OH:23])[o:18]1. Reactants: [Al+3], CC(C)CCCC(=O)Cl, [Cl-], [Cl-], [Cl-], COc1ccccc1F, O=[N+]([O-])c1ccccc1. Product: COc1ccc(C(=O)CCCC(C)C)cc1F. RXN SMILES: [Al+3:2].[CH3:5][CH:6]([CH2:7][CH2:8][CH2:9][C:10](=[O:11])[Cl:12])[CH3:13].[Cl-:1].[Cl-:3].[Cl-:4].[F:14][c:15]1[c:16]([O:21][CH3:22])[cH:17][cH:18][cH:19][cH:20]1.[O-:23][N+:24]([c:25]1[cH:26][cH:27][cH:28][cH:29][cH:30]1)=[O:31]>>[CH3:5][CH:6]([CH2:7][CH2:8][CH2:9][C:10](=[O:11])[c:19]1[cH:18][cH:17][c:16]([O:21][CH3:22])[c:15]([F:14])[cH:20]1)[CH3:13]. The reactants are OCCN1CCOCC1 (4-(2-hydroxyethyl)morpholine), FC=1C(=C(C(=O)N(C)C)C=C(C1)C=1C=C2C(=NC1)N(C=C2C2=C(C=CC=C2)OC)S(=O)(=O)C2=CC=C(C=C2)C)N=C=O (3-fluoro-2-isocyanato-5-[3-(2-methoxy-phenyl)-1-(toluene-4-sulfonyl)-1H-pyrrolo[2,3-b]pyridin-5-yl]-N,N-dimethyl-benzamide), C(C)(C)N(C(C)C)CC (N,N-diisopropylethylamine), OCCN1CCOCC1 (4-(2-hydroxyethyl)-morpholine). The solvent is ClCCl (dichloromethane). Run at time 16 hour. The product is N1(CCOCC1)CCOC(NC1=C(C=C(C=C1F)C=1C=C2C(=NC1)N(C=C2C2=C(C=CC=C2)OC)S(=O)(=O)C2=CC=C(C=C2)C)C(N(C)C)=O)=O ({2-dimethylcarbamoyl-6-fluoro-4-[3-(2-methoxy-phenyl)-1-(toluene-4-sulfonyl)-1H-pyrrolo[2,3-b]pyridin-5-yl]-phenyl}-carbamic acid 2-morpholin-4-yl-ethyl ester). Reaction SMILES: [F:1][C:2]1[C:3]([N:40]=[C:41]=[O:42])=[C:4]([CH:10]=[C:11]([C:13]2[CH:14]=[C:15]3[C:21]([C:22]4[CH:27]=[CH:26][CH:25]=[CH:24][C:23]=4[O:28][CH3:29])=[CH:20][N:19]([S:30]([C:33]4[CH:38]=[CH:37][C:36]([CH3:39])=[CH:35][CH:34]=4)(=[O:32])=[O:31])[C:16]3=[N:17][CH:18]=2)[CH:12]=1)[C:5]([N:7]([CH3:9])[CH3:8])=[O:6].[OH:43][CH2:44][CH2:45][N:46]1[CH2:51][CH2:50][O:49][CH2:48][CH2:47]1.C(N(CC)C(C)C)(C)C>ClCCl>[N:46]1([CH2:45][CH2:44][O:43][C:41](=[O:42])[NH:40][C:3]2[C:2]([F:1])=[CH:12][C:11]([C:13]3[CH:14]=[C:15]4[C:21]([C:22]5[CH:27]=[CH:26][CH:25]=[CH:24][C:23]=5[O:28][CH3:29])=[CH:20][N:19]([S:30]([C:33]5[CH:38]=[CH:37][C:36]([CH3:39])=[CH:35][CH:34]=5)(=[O:32])=[O:31])[C:16]4=[N:17][CH:18]=3)=[CH:10][C:4]=2[C:5](=[O:6])[N:7]([CH3:9])[CH3:8])[CH2:51][CH2:50][O:49][CH2:48][CH2:47]1. Procedure details: 75 mg (0.13 mmol) of 3-fluoro-2-isocyanato-5-[3-(2-methoxy-phenyl)-1-(toluene-4-sulfonyl)-1H-pyrrolo[2,3-b]pyridin-5-yl]-N,N-dimethyl-benzamide was dissolved in 1.0 mL dichloromethane and combined with 31 μL (0.26 mmol) of 4-(2-hydroxyethyl)-morpholine (which was dried over molecular sieves) and 22 μL (0.13 mmol) of N,N-diisopropylethylamine. The reaction was stirred for 16 hours at room temperature. 31 μL (0.26 mmol) of 4-(2-hydroxyethyl)morpholine was added and the reaction was continued to st... Reactants: [Br-], O=C(c1ccc(Br)cc1F)N1CCOCC1, C1CCOC1, C[Mg+], CCOC(C)=O, [Cl-], [NH4+]. The product is CC(=O)c1ccc(Br)cc1F. As a reaction SMILES: [Br-:17].[Br:1][c:2]1[cH:3][c:4]([F:16])[c:5]([C:8](=[O:9])[N:10]2[CH2:11][CH2:12][O:13][CH2:14][CH2:15]2)[cH:6][cH:7]1.[CH2:22]1[O:23][CH2:24][CH2:25][CH2:26]1.[CH3:18][Mg+:19].[CH3:27][CH2:28][O:29][C:30]([CH3:31])=[O:32].[Cl-:20].[NH4+:21]>>[Br:1][c:2]1[cH:3][c:4]([F:16])[c:5]([C:8](=[O:9])[CH3:18])[cH:6][cH:7]1. Starting materials: Cc1cc(Br)cc(C)[n+]1[O-], CC(c1ccc(B2OC(C)(C)C(C)(C)O2)cc1)N1CCC(CC(C)(C)O)(c2ccc(F)cc2)OC1=O. Yields the product Cc1cc(-c2ccc(C(C)N3CCC(CC(C)(C)O)(c4ccc(F)cc4)OC3=O)cc2)cc(C)[n+]1[O-]. Reaction SMILES: [Br:37][c:38]1[cH:39][c:40]([CH3:46])[n+:41]([O-:45])[c:42]([CH3:44])[cH:43]1.[F:1][c:2]1[cH:3][cH:4][c:5]([C:8]2([CH2:32][C:33]([CH3:34])([CH3:35])[OH:36])[CH2:9][CH2:10][N:11]([CH:15]([CH3:16])[c:17]3[cH:18][cH:19][c:20]([B:23]4[O:24][C:25]([CH3:26])([CH3:27])[C:28]([CH3:29])([CH3:30])[O:31]4)[cH:21][cH:22]3)[C:12](=[O:14])[O:13]2)[cH:6][cH:7]1>>[F:1][c:2]1[cH:3][cH:4][c:5]([C:8]2([CH2:32][C:33]([CH3:34])([CH3:35])[OH:36])[CH2:9][CH2:10][N:11]([CH:15]([CH3:16])[c:17]3[cH:18][cH:19][c:20](-[c:38]4[cH:39][c:40]([CH3:46])[n+:41]([O-:45])[c:42]([CH3:44])[cH:43]4)[cH:21][cH:22]3)[C:12](=[O:14])[O:13]2)[cH:6][cH:7]1. The reactants are CCN1CCN(c2nc(Br)cc3ccccc23)CC1, CCCC[Sn](CCCC)(CCCC)c1ccc(S(=O)(=O)NCCOCc2ccccc2)cc1, Cc1ccccc1C. Product: CCN1CCN(c2nc(-c3ccc(S(=O)(=O)NCCOCc4ccccc4)cc3)cc3ccccc23)CC1. Reaction SMILES: [Br:34][c:35]1[n:36][c:37]([N:45]2[CH2:46][CH2:47][N:48]([CH2:51][CH3:52])[CH2:49][CH2:50]2)[c:38]2[cH:39][cH:40][cH:41][cH:42][c:43]2[cH:44]1.[CH2:1]([c:2]1[cH:3][cH:4][cH:5][cH:6][cH:7]1)[O:8][CH2:9][CH2:10][NH:11][S:12](=[O:13])(=[O:14])[c:15]1[cH:16][cH:17][c:18]([Sn:21]([CH2:22][CH2:23][CH2:24][CH3:25])([CH2:26][CH2:27][CH2:28][CH3:29])[CH2:30][CH2:31][CH2:32][CH3:33])[cH:19][cH:20]1.[c:53]1([CH3:54])[c:55]([CH3:56])[cH:57][cH:58][cH:59][cH:60]1>>[CH2:1]([c:2]1[cH:3][cH:4][cH:5][cH:6][cH:7]1)[O:8][CH2:9][CH2:10][NH:11][S:12](=[O:13])(=[O:14])[c:15]1[cH:16][cH:17][c:18](-[c:35]2[n:36][c:37]([N:45]3[CH2:46][CH2:47][N:48]([CH2:51][CH3:52])[CH2:49][CH2:50]3)[c:38]3[cH:39][cH:40][cH:41][cH:42][c:43]3[cH:44]2)[cH:19][cH:20]1.